From a dataset of the Open Reaction Database (ORD), a public repository of structured organic reaction records. describe an organic reaction: reactants, conditions, products, and yield Procedure: 6Oxo-5-trimethylsilanylethynyl-1,6-dihydro-pyridine-3-carboxylic acid ethyl ester described in Preparation Example P-3 (545 mg, 2.07 mmol) and copper(I)iodide (5.9 mg, 31 μmol) were suspended in ethanol (7 mL) and triethylamine (3 mL), and the mixture was stirred at 75° C. for 20 hours. The reaction mixture was cooled to room temperature, then, potassium carbonate (572 mg, 4.14 mmol) was added to the reaction mixture, which was further stirred at 75° C. for 5 hours. The reaction mixture was cool... Reactants: C(C)OC(=O)C1=CNC(C(=C1)C#C[Si](C)(C)C)=O (6Oxo-5-trimethylsilanylethynyl-1,6-dihydro-pyridine-3-carboxylic acid ethyl ester), C([O-])([O-])=O.[K+].[K+] (potassium carbonate), O (water). The product is C(C)OC(=O)C=1C=C2C(=NC1)OC=C2 (Furo[2,3-b]pyridine-5-carboxylic acid ethyl ester). Run in C(C)O (ethanol), C(C)N(CC)CC (triethylamine). Conditions: time 5 hour. Reaction SMILES: [CH2:1]([O:3][C:4]([C:6]1[CH:11]=[C:10]([C:12]#[C:13][Si](C)(C)C)[C:9](=[O:18])[NH:8][CH:7]=1)=[O:5])[CH3:2].C(=O)([O-])[O-].[K+].[K+].O>C(O)C.C(N(CC)CC)C.[Cu]I>[CH2:1]([O:3][C:4]([C:6]1[CH:11]=[C:10]2[CH:12]=[CH:13][O:18][C:9]2=[N:8][CH:7]=1)=[O:5])[CH3:2] |f:1.2.3|. The reagents and catalysts are [Cu]I (copper(I)iodide). Reactants: C1(=CC=CC=C1)[C@H](C)N1[C@H]2C=C[C@@H]([C@@H]1C(=O)OCC)CC2 (ethyl (1R, 3R, 4S)-2-[(S)-1-phenylethyl]-2-azabicyclo[2.2.2]oct-5-ene-3-carboxylate). The reagents and catalysts are [OH-].[OH-].[Pd+2] (Pd(OH)2). The solvent is C(C)(=O)OCC (ethyl acetate). Run at temperature 45 celsius, time 14 hour. Yields the product C12N[C@H](C(CC1)CC2)C(=O)OCC (ethyl (3R)-2-azabicyclo [2.2.2]octane-3-carboxylate). The yield is 47.4%. RXN SMILES: C1([C@@H]([N:9]2[C@@H:14]([C:15]([O:17][CH2:18][CH3:19])=[O:16])[C@H:13]3[CH2:20][CH2:21][C@@H:10]2[CH:11]=[CH:12]3)C)C=CC=CC=1>C(OCC)(=O)C.[OH-].[OH-].[Pd+2]>[CH:10]12[CH2:11][CH2:12][CH:13]([CH2:20][CH2:21]1)[C@H:14]([C:15]([O:17][CH2:18][CH3:19])=[O:16])[NH:9]2 |f:2.3.4|. Procedure: To a solution of ethyl (1R, 3R, 4S)-2-[(S)-1-phenylethyl]-2-azabicyclo[2.2.2]oct-5-ene-3-carboxylate (1.20 g, 4.17 mmol) in ethyl acetate (52 ml) was added 20 wt % Pd(OH)2 (0.878 g), and the mixture was stirred under a hydrogen atmosphere at 45° C. for 14 hours. After a filtration through Celite, the solvent was concentrated. The residue was purified by silica gel column chromatography (1%–5% methanol/chloroform), to give ethyl (3R)-2-azabicyclo [2.2.2]octane-3-carboxylate (0.362 g, 47%). Reactants: Br, CCC(=O)O, O, Oc1ccccc1, Cc1ccc(S(=O)(=O)N2Cc3ccc(Cl)cc3C2)cc1. Yields the product Clc1ccc2c(c1)CNC2. As a reaction SMILES: [BrH:28].[CH3:29][CH2:30][C:31](=[O:32])[OH:33].[OH2:34].[OH:21][c:22]1[cH:23][cH:24][cH:25][cH:26][cH:27]1.[c:1]1([CH3:2])[cH:3][cH:4][c:5]([S:6](=[O:7])(=[O:8])[N:10]2[CH2:11][c:12]3[cH:13][cH:14][c:15]([Cl:19])[cH:16][c:17]3[CH2:18]2)[cH:9][cH:20]1>>[NH:10]1[CH2:11][c:12]2[cH:13][cH:14][c:15]([Cl:19])[cH:16][c:17]2[CH2:18]1. Starting materials: CS(=O)(=O)O, CCOC(C)=O, NC(=O)C1CCC(c2ccc(OCc3ccccc3F)cc2)N1. The product is CS(=O)(=O)[O-], NC(=O)C1CCC(c2ccc(OCc3ccccc3F)cc2)N1. RXN SMILES: [CH3:24][S:25]([OH:26])(=[O:27])=[O:28].[CH3:29][CH2:30][O:31][C:32]([CH3:33])=[O:34].[F:1][c:2]1[c:3]([CH2:8][O:9][c:10]2[cH:11][cH:12][c:13]([CH:16]3[CH2:17][CH2:18][CH:19]([C:21](=[O:22])[NH2:23])[NH:20]3)[cH:14][cH:15]2)[cH:4][cH:5][cH:6][cH:7]1>>[CH3:24][S:25](=[O:26])(=[O:27])[O-:28].[F:1][c:2]1[c:3]([CH2:8][O:9][c:10]2[cH:11][cH:12][c:13]([CH:16]3[CH2:17][CH2:18][CH:19]([C:21](=[O:22])[NH2:23])[NH:20]3)[cH:14][cH:15]2)[cH:4][cH:5][cH:6][cH:7]1. The reactants are FC1=C(C(=CC=C1)F)CC(=O)O (2,6-difluorophenylacetic acid), S(=O)(Cl)Cl (thionyl chloride). Run at time 1 hour. The product is FC1=C(C(=CC=C1)F)CC(=O)Cl (2,6-difluorophenylacetyl chloride). Reaction SMILES: [F:1][C:2]1[CH:7]=[CH:6][CH:5]=[C:4]([F:8])[C:3]=1[CH2:9][C:10]([OH:12])=O.S(Cl)([Cl:15])=O>>[F:1][C:2]1[CH:7]=[CH:6][CH:5]=[C:4]([F:8])[C:3]=1[CH2:9][C:10]([Cl:15])=[O:12]. Procedure: 75.3 g (0.44 mol) of 2,6-difluorophenylacetic acid are dissolved in 96 ml (156.5 g; 1.32 mol) of thionyl chloride, stirred for 1 hour at 60° and then heated under reflux for 2 hours. The excess thionyl chloride is then distilled off and the residue is fractionated, yielding 79.5 g (95% of the theoretical yield) of 2,6-difluorophenylacetyl chloride. The reactants are NC(=O)Cc1ccc(CCCOCCCCCCBr)cc1, NCC(O)c1cc(Cl)c(N)c(Cl)c1, CN(C)C=O. Product: NC(=O)Cc1ccc(CCCOCCCCCCNCC(O)c2cc(Cl)c(N)c(Cl)c2)cc1. Reaction SMILES: [Br:1][CH2:2][CH2:3][CH2:4][CH2:5][CH2:6][CH2:7][O:8][CH2:9][CH2:10][CH2:11][c:12]1[cH:13][cH:14][c:15]([CH2:18][C:19](=[O:20])[NH2:21])[cH:16][cH:17]1.[NH2:22][c:23]1[c:24]([Cl:34])[cH:25][c:26]([CH:30]([OH:31])[CH2:32][NH2:33])[cH:27][c:28]1[Cl:29].[O:35]=[CH:36][N:37]([CH3:38])[CH3:39]>>[CH2:2]([CH2:3][CH2:4][CH2:5][CH2:6][CH2:7][O:8][CH2:9][CH2:10][CH2:11][c:12]1[cH:13][cH:14][c:15]([CH2:18][C:19](=[O:20])[NH2:21])[cH:16][cH:17]1)[NH:33][CH2:32][CH:30]([c:26]1[cH:25][c:24]([Cl:34])[c:23]([NH2:22])[c:28]([Cl:29])[cH:27]1)[OH:31]. The reactants are Cl.CNCC (N-methylethanamine hydrochloride), C(C)(C)N(CC)C(C)C (diisopropylethylamine), [I-].C[N+]1=CN(C=C1)C(=O)\N=C\1/SC(=CN1C1=CC=C(C=C1)C(F)(F)F)C (3-methyl-1-({[(2Z)-5-methyl-3-[4-(trifluoromethyl)phenyl]-1,3-thiazol-2(3H)-ylidene]amino}carbonyl)-1H-imidazol-3-ium iodide). Solvent: C(C)#N (acetonitrile), C(C)#N (acetonitrile), C(C)#N (acetonitrile). Run at time 8 hour. Product: C(C)N(C(=O)\N=C\1/SC(=CN1C1=CC=C(C=C1)C(F)(F)F)C)C (N-ethyl-N-methyl-N′-[(2Z)-5-methyl-3-[4-(trifluoromethyl)phenyl]-1,3-thiazol-2(3H)-ylidene]urea). RXN SMILES: [I-].C[N+]1[CH:7]=[CH:6][N:5]([C:8](/[N:10]=[C:11]2\[S:12][C:13]([CH3:26])=[CH:14][N:15]\2[C:16]2[CH:21]=[CH:20][C:19]([C:22]([F:25])([F:24])[F:23])=[CH:18][CH:17]=2)=[O:9])[CH:4]=1.C(N(C(C)C)CC)(C)C.Cl.CNCC>C(#N)C>[CH2:6]([N:5]([CH3:4])[C:8](/[N:10]=[C:11]1\[S:12][C:13]([CH3:26])=[CH:14][N:15]\1[C:16]1[CH:21]=[CH:20][C:19]([C:22]([F:24])([F:25])[F:23])=[CH:18][CH:17]=1)=[O:9])[CH3:7] |f:0.1,3.4|. Procedure: In a 20 mL vial, a solution of 3-methyl-1-({[(2Z)-5-methyl-3-[4-(trifluoromethyl)phenyl]-1,3-thiazol-2(3H)-ylidene]amino}carbonyl)-1H-imidazol-3-ium iodide (50 mg, 0.10 mmol, Example 18B) dissolved in acetonitrile (0.6 mL) was added followed by the addition of diisopropylethylamine (28 μL, 0.13 mmol) dissolved in acetonitrile (0.6 mL). Then, to the solution was added N-methylethanamine hydrochloride (11 mg, 0.11 mmol) dissolved in acetonitrile (0.5 mL). The vial was capped and shaken overnight a...